Task: describe an organic reaction: reactants, conditions, products, and yield. Dataset: the Open Reaction Database (ORD), a public repository of structured organic reaction records Starting materials: C(C)(C)(C)N1N=C(NC1=O)C1=CC(=NC(=C1)Cl)Cl (2-(t-butyl)-5-(2,6-dichloro-4-pyridyl)-1,2,4-triazolin-3-one), C(=O)([O-])[O-].[K+].[K+] (K2CO3), C(C#C)Br (propargyl bromide). The reagents and catalysts are O (water). Run in C(C)(=O)OCC (ethyl acetate), C1(=CC=CC=C1)C (toluene), C(C)(=O)OCC (ethyl acetate). Reaction conditions: time 2.5 hour. The product is C(C)(C)(C)N1N=C(N(C1=O)CC#C)C1=CC(=NC(=C1)Cl)Cl (2-(t-butyl)-5-(2,6-dichloro-4-pyridyl)-4-propargyl-1,2,4-triazolin-3-one). Reaction SMILES: [C:1]([N:5]1[C:9](=[O:10])[NH:8][C:7]([C:11]2[CH:16]=[C:15]([Cl:17])[N:14]=[C:13]([Cl:18])[CH:12]=2)=[N:6]1)([CH3:4])([CH3:3])[CH3:2].C([O-])([O-])=O.[K+].[K+].[CH2:25](Br)[C:26]#[CH:27]>O.C1(C)C=CC=CC=1.C(OCC)(=O)C>[C:1]([N:5]1[C:9](=[O:10])[N:8]([CH2:27][C:26]#[CH:25])[C:7]([C:11]2[CH:12]=[C:13]([Cl:18])[N:14]=[C:15]([Cl:17])[CH:16]=2)=[N:6]1)([CH3:4])([CH3:2])[CH3:3] |f:1.2.3|. Procedure details: To 2.06 g (7.2 mmol) of crude 2-(t-butyl)-5-(2,6-dichloro-4-pyridyl)-1,2,4-triazolin-3-one were added 30 mL of ethyl acetate, 1 drop of water, and 1.00 g (7.30 mmol) of powdered K2CO3. The mixture was heated to reflux and after 15 min 1.10 g (7.4 mmol) of an 80% by weight solution of propargyl bromide in toluene was added. Refluxing was continued for 2.5 hours. The mixture was cooled, diluted with 175 mL of ethyl acetate, washed with 25 mL of water, and dried over MgSO4. Reomoval of the solvent ... Reactants: N1=C(C=NC=C1)C(=O)O (2-pyrazine carboxylic acid), C(=O)(N1C=NC=C1)N1C=NC=C1 (carbonyldiimidazole). Solvent: C(Cl)Cl (methylene chloride). Reaction conditions: time 3 hour. Product: [N-]1C=NC=C1.N1=C(C=NC=C1)C(=O)O (2-pyrazine carboxylic acid imidazolide). RXN SMILES: [N:1]1[CH:6]=[CH:5][N:4]=[CH:3][C:2]=1[C:7]([OH:9])=[O:8].C(N1C=CN=C1)(N1C=CN=C1)=O>C(Cl)Cl>[N-:1]1[CH:2]=[CH:3][N:4]=[CH:6]1.[N:1]1[CH:6]=[CH:5][N:4]=[CH:3][C:2]=1[C:7]([OH:9])=[O:8] |f:3.4|. Reported procedure: 2-pyrazine carboxylic acid, 2.5 gm, was added to 10 ml of methylene chloride. 3.2 gm of carbonyldiimidazole was added to the system. The system was stirred at room temperature for 3 hours to give the 2-pyrazine carboxylic acid imidazolide.